This data is from the Open Reaction Database (ORD), a public repository of structured organic reaction records. The task is: describe an organic reaction: reactants, conditions, products, and yield Reactants: C(C)(=O)OCC(CNC(C1=C(C(=C(C(=C1I)N=C=O)I)C(NCC(COC(C)=O)OC(C)=O)=O)I)=O)OC(C)=O (acetic acid 1-acetoxymethyl-2-[3-(2,3-diacetoxy-propylcarbamoyl)-2,4,6-triiodo-5-isocyanato-benzoylamino]-ethyl ester), OCC(C)(CO)CO (1,1,1-tris(hydroxymethyl)ethane). Solvent: ClCCl (dichloromethane). Reaction conditions: time 18 hour. Yields the product C(C)(=O)OC(COC(C)=O)CNC(C1=C(C(=C(C(=C1I)C(NCC(COC(C)=O)OC(C)=O)=O)I)NC(=O)OCC(CO)(C)COC(NC1=C(C(=C(C(=C1I)C(NCC(COC(C)=O)OC(C)=O)=O)I)C(NCC(COC(C)=O)OC(C)=O)=O)I)=O)I)=O (acetic acid 2-acetoxy-3-[3-{2-[3,5-bis-(2,3-diacetoxy-propylcarbamoyl)-2,4,6-triiodo-phenylcarbamoyloxymethyl]-3-hydroxy-2-methyl-propoxycarbonylamino}-5-(2,3-diacetoxy-propylcarbamoyl)-2,4,6-triiodo-benzoylamino]propyl ester). Reaction SMILES: [C:1]([O:4][CH2:5][CH:6]([O:37][C:38](=[O:40])[CH3:39])[CH2:7][NH:8][C:9](=[O:36])[C:10]1[C:15]([I:16])=[C:14]([N:17]=[C:18]=[O:19])[C:13]([I:20])=[C:12]([C:21](=[O:34])[NH:22][CH2:23][CH:24]([O:30][C:31](=[O:33])[CH3:32])[CH2:25][O:26][C:27](=[O:29])[CH3:28])[C:11]=1[I:35])(=[O:3])[CH3:2].[OH:41][CH2:42][C:43]([CH2:47][OH:48])([CH2:45][OH:46])[CH3:44]>ClCCl>[C:31]([O:30][CH:24]([CH2:23][NH:22][C:21](=[O:34])[C:12]1[C:11]([I:35])=[C:10]([C:9](=[O:36])[NH:8][CH2:7][CH:6]([O:37][C:38](=[O:40])[CH3:39])[CH2:5][O:4][C:1](=[O:3])[CH3:2])[C:15]([I:16])=[C:14]([NH:17][C:18]([O:41][CH2:42][C:43]([CH2:47][O:48][C:18](=[O:19])[NH:17][C:14]2[C:13]([I:20])=[C:12]([C:21](=[O:34])[NH:22][CH2:23][CH:24]([O:30][C:31](=[O:33])[CH3:32])[CH2:25][O:26][C:27](=[O:29])[CH3:28])[C:11]([I:35])=[C:10]([C:9](=[O:36])[NH:8][CH2:7][CH:6]([O:37][C:38](=[O:40])[CH3:39])[CH2:5][O:4][C:1](=[O:3])[CH3:2])[C:15]=2[I:16])([CH3:44])[CH2:45][OH:46])=[O:19])[C:13]=1[I:20])[CH2:25][O:26][C:27](=[O:29])[CH3:28])(=[O:33])[CH3:32]. Reported procedure: To a solution of acetic acid 1-acetoxymethyl-2-[3-(2,3-diacetoxy-propylcarbamoyl)-2,4,6-triiodo-5-isocyanato-benzoylamino]-ethyl ester in dichloromethane was added 1,1,1-tris(hydroxymethyl)ethane (0.3 equivalent). The reaction mixture was stirred for 18 hours and then purified by column chromatography to give acetic acid 2-acetoxy-3-[3-{2-[3,5-bis-(2,3-diacetoxy-propylcarbamoyl)-2,4,6-triiodo-phenylcarbamoyloxymethyl]-3-hydroxy-2-methyl-propoxycarbonylamino}-5-(2,3-diacetoxy-propylcarbamoyl)-2,4... Yields the product ClC=1C(=C(C=CC1)S(=O)(=O)NC=1SC(=C(N1)CCOCC)CN(C)C)C (3-Chloro-N-[5-[(dimethylamino)methyl]-4(2-ethoxyethyl)-1,3-thiazol-2-yl]-2-methylbenzenesulfonamide). As a reaction SMILES: [Cl:1][C:2]1[C:3]([CH3:22])=[C:4]([S:8]([NH:11][C:12]2[S:13][CH:14]=[C:15]([CH2:17][CH2:18][O:19][CH2:20][CH3:21])[N:16]=2)(=[O:10])=[O:9])[CH:5]=[CH:6][CH:7]=1.Cl.[CH3:24][NH:25][CH3:26].[CH2:27]=O>C(O)(=O)C>[Cl:1][C:2]1[C:3]([CH3:22])=[C:4]([S:8]([NH:11][C:12]2[S:13][C:14]([CH2:24][N:25]([CH3:27])[CH3:26])=[C:15]([CH2:17][CH2:18][O:19][CH2:20][CH3:21])[N:16]=2)(=[O:9])=[O:10])[CH:5]=[CH:6][CH:7]=1 |f:1.2|. Isolated yield 28.0%. The solvent is C(C)(=O)O (acetic acid). Reported procedure: A solution of EXAMPLE 182A (360 mg, 1 mmol), dimethylamine hydrochloride (164 mg, 2 mmol), 37% formaldehyde (0.5 mL) in acetic acid (5 mL) was heated at 100° C. for 5.5 hrs. The solvent was evaporated. The residue was dissolved in water (5 mL). The pH of the water solution was adjusted to 9 with 2 N NaOH. The precipitate was filtered, washed with water and dried to give the product as white powder (115.4 mg, 28% yield): mp 152-153° C.; MS m/e, 420, 418 (M+) The reactants are ClC=1C(=C(C=CC1)S(=O)(=O)NC=1SC=C(N1)CCOCC)C (3-Chloro-N-[4-(2-ethoxyethyl)-1,3-thiazol-2-yl]-2-methylbenzenesulfonamide), Cl.CNC (dimethylamine hydrochloride), C=O (formaldehyde).